This data is from the Open Reaction Database (ORD), a public repository of structured organic reaction records. The task is: describe an organic reaction: reactants, conditions, products, and yield Reactants: CC1(COC(OC1)CCC(=O)C1=CC=C(C=C1)F)C (3-(5,5-dimethyl-1,3-dioxan-2-yl)-1-(4-fluorophenyl)propan-1-one), [Na+].CS(=O)[O-] (methanesulfinic acid sodium salt). Solvent: CN(C=O)C (dimethylformamide). Run at temperature 75 celsius. Yields the product CC1(COC(OC1)CCC(=O)C1=CC=C(C=C1)S(=O)(=O)C)C (3-(5.5-dimethyl-1,3-dioxan-2-yl)-1-[4-(methylsulfonyl)phenyl]propan-1-one). Isolated yield 78.8%. Reaction SMILES: [CH3:1][C:2]1([CH3:19])[CH2:7][O:6][CH:5]([CH2:8][CH2:9][C:10]([C:12]2[CH:17]=[CH:16][C:15](F)=[CH:14][CH:13]=2)=[O:11])[O:4][CH2:3]1.[Na+].[CH3:21][S:22]([O-:24])=[O:23]>CN(C)C=O>[CH3:1][C:2]1([CH3:19])[CH2:7][O:6][CH:5]([CH2:8][CH2:9][C:10]([C:12]2[CH:17]=[CH:16][C:15]([S:22]([CH3:21])(=[O:24])=[O:23])=[CH:14][CH:13]=2)=[O:11])[O:4][CH2:3]1 |f:1.2|. Procedure: To a solution of 3-(5,5-dimethyl-1,3-dioxan-2-yl)-1-(4-fluorophenyl)propan-1-one (Step 4) (1.68 g, 6.3 mmol) in dimethylformamide (75 ml), methanesulfinic acid sodium salt (2.9 g, 28.4 mmol) was added. The reaction mixture was heated at 120-30° C. for 72 hours. After cooling, the solvent was removed under reduced pressure and the reaction mixture was diluted with water. The material was extracted with methylene chloride and washed with brine. After drying (MgSO4), filtration and concentration, t... The reactants are Cc1ccc([N+](=O)[O-])c(C)c1O, CC(=O)O, [Fe], [Na+], [Na+], O=C([O-])[O-], O. The product is Cc1ccc(N)c(C)c1O. RXN SMILES: [CH3:1][c:2]1[c:3]([OH:12])[c:4]([CH3:11])[cH:5][cH:6][c:7]1[N+:8]([O-:9])=[O:10].[CH3:21][C:22](=[O:23])[OH:24].[Fe:20].[Na+:14].[Na+:15].[O-:16][C:17](=[O:18])[O-:19].[OH2:13]>>[CH3:1][c:2]1[c:3]([OH:12])[c:4]([CH3:11])[cH:5][cH:6][c:7]1[NH2:8]. Starting materials: CC1(OCCO1)C=1C=C(CN2N=CC(=N2)N)C=CC1 (2-[3-(2-methyl-[1,3]dioxolan-2-yl)-benzyl]-2H-[1,2,3]triazol-4-ylamine), C1(=CC=CC=C1)C1=C(N=CO1)C(=O)O (5-phenyl-oxazole-4-carboxylic acid). The product is C(C)(=O)C=1C=C(CN2N=CC(=N2)NC(=O)C=2N=COC2C2=CC=CC=C2)C=CC1 (5-Phenyl-oxazole-4-carboxylic acid [2-(3-acetyl-benzyl)-2H-[1,2,3]triazol-4-yl]-amide). As a reaction SMILES: [CH3:1][C:2]1([C:7]2[CH:8]=[C:9]([CH:17]=[CH:18][CH:19]=2)[CH2:10][N:11]2[N:15]=[C:14]([NH2:16])[CH:13]=[N:12]2)[O:6]CCO1.[C:20]1([C:26]2[O:30][CH:29]=[N:28][C:27]=2[C:31](O)=[O:32])[CH:25]=[CH:24][CH:23]=[CH:22][CH:21]=1>>[C:2]([C:7]1[CH:8]=[C:9]([CH:17]=[CH:18][CH:19]=1)[CH2:10][N:11]1[N:15]=[C:14]([NH:16][C:31]([C:27]2[N:28]=[CH:29][O:30][C:26]=2[C:20]2[CH:21]=[CH:22][CH:23]=[CH:24][CH:25]=2)=[O:32])[CH:13]=[N:12]1)(=[O:6])[CH3:1]. Reported procedure: Following general procedure A followed by B, starting from 2-[3-(2-methyl-[1,3]dioxolan-2-yl)-benzyl]-2H-[1,2,3]triazol-4-ylamine and 5-phenyl-oxazole-4-carboxylic acid. Starting materials: C1CCC2=NCCCN2CC1, COCCOC, CS(=O)c1nc(N)nc(-c2ccco2)c1C#N, CN(C)C(=O)Oc1ccc(CO)nc1. Product: CN(C)C(=O)Oc1ccc(COc2nc(N)nc(-c3ccco3)c2C#N)nc1. As a reaction SMILES: [CH2:32]1[CH2:33][CH2:34][C:35]2=[N:40][CH2:39][CH2:38][CH2:37][N:36]2[CH2:41][CH2:42]1.[CH3:43][O:44][CH2:45][CH2:46][O:47][CH3:48].[NH2:1][c:2]1[n:3][c:4]([S:15]([CH3:16])=[O:17])[c:5]([C:13]#[N:14])[c:6](-[c:8]2[o:9][cH:10][cH:11][cH:12]2)[n:7]1.[OH:18][CH2:19][c:20]1[cH:21][cH:22][c:23]([O:26][C:27]([N:28]([CH3:29])[CH3:30])=[O:31])[cH:24][n:25]1>>[NH2:1][c:2]1[n:3][c:4]([O:18][CH2:19][c:20]2[cH:21][cH:22][c:23]([O:26][C:27]([N:28]([CH3:29])[CH3:30])=[O:31])[cH:24][n:25]2)[c:5]([C:13]#[N:14])[c:6](-[c:8]2[o:9][cH:10][cH:11][cH:12]2)[n:7]1. The reactants are CC(=O)O[BH-](OC(C)=O)OC(C)=O, CC1(C)CC(c2ccccc2N2CCNCC2)CC(C)(C)C1, CC(=O)O, CCCC=O, [Na+], [Na+], C1CCOC1, O=C([O-])O. Yields the product CCCCN1CCN(c2ccccc2C2CC(C)(C)CC(C)(C)C2)CC1. RXN SMILES: [C:28]([O:29][BH-:30]([O:31][C:32](=[O:33])[CH3:34])[O:35][C:36](=[O:37])[CH3:38])(=[O:39])[CH3:40].[CH3:1][C:2]1([CH3:22])[CH2:3][CH:4]([c:10]2[c:11]([N:16]3[CH2:17][CH2:18][NH:19][CH2:20][CH2:21]3)[cH:12][cH:13][cH:14][cH:15]2)[CH2:5][C:6]([CH3:8])([CH3:9])[CH2:7]1.[CH3:42][C:43](=[O:44])[OH:45].[CH:23]([CH2:24][CH2:25][CH3:26])=[O:27].[Na+:41].[Na+:46].[O:51]1[CH2:52][CH2:53][CH2:54][CH2:55]1.[OH:47][C:48](=[O:49])[O-:50]>>[CH3:1][C:2]1([CH3:22])[CH2:3][CH:4]([c:10]2[c:11]([N:16]3[CH2:17][CH2:18][N:19]([CH2:23][CH2:24][CH2:25][CH3:26])[CH2:20][CH2:21]3)[cH:12][cH:13][cH:14][cH:15]2)[CH2:5][C:6]([CH3:8])([CH3:9])[CH2:7]1. Reactants: COC(\C=C\C=1C=C2C(CC3(CCN(CC3)C(=O)OC(C)(C)C)OC2=CC1)=O)=O ((E)-3-{1′-tert-butoxycarbonyl-4-oxo-spiro[chromane-2,4′-piperidine]-6-yl}-acrylic acid methyl ester), COC(\C=C\C=1C=C2C(CC3(CCN(CC3)C(=O)OC(C)(C)C)OC2=CC1)=O)=O ((E)-3-{1′-tert-butoxycarbonyl-4-oxo-spiro[chromane-2,4′-piperidine]-6-yl}-acrylic acid methyl ester), BrCCC1=CC=C(C=C1)Cl (1-(2-bromo-ethyl)-4-chloro-benzene). Product: COC(\C=C\C=1C=C2C(CC3(CCN(CC3)CCC3=CC=C(C=C3)Cl)OC2=CC1)=O)=O ((E)-3-{1′-[2-(4-chloro-phenyl)-ethyl]-4-oxo-spiro[chromane-2,4′-piperidine]-6-yl}-acrylic acid methyl ester). Yield: 92.7%. Reaction SMILES: [CH3:1][O:2][C:3](=[O:29])/[CH:4]=[CH:5]/[C:6]1[CH:7]=[C:8]2[C:25](=[CH:26][CH:27]=1)[O:24][C:11]1([CH2:16][CH2:15][N:14]([C:17](OC(C)(C)C)=O)[CH2:13][CH2:12]1)[CH2:10][C:9]2=[O:28].BrC[CH2:32][C:33]1[CH:38]=[CH:37][C:36]([Cl:39])=[CH:35][CH:34]=1>>[CH3:1][O:2][C:3](=[O:29])/[CH:4]=[CH:5]/[C:6]1[CH:7]=[C:8]2[C:25](=[CH:26][CH:27]=1)[O:24][C:11]1([CH2:12][CH2:13][N:14]([CH2:17][CH2:32][C:33]3[CH:38]=[CH:37][C:36]([Cl:39])=[CH:35][CH:34]=3)[CH2:15][CH2:16]1)[CH2:10][C:9]2=[O:28]. Procedure: (E)-3-{4-Oxo-spiro[chromane-2,4′-piperidine]-6-yl}-acrylic acid methyl ester (169 mg, 0.500 mmol, Intermediate 1, hydrochloride salt) was alkylated using 1-(2-bromo-ethyl)-4-chloro-benzene (0.15 ml, 1.5 mmol) as described in Example 56, Step A, giving (E)-3-{1′-[2-(4-chloro-phenyl)-ethyl]-4-oxo-spiro[chromane-2,4′-piperidine]-6-yl}-acrylic acid methyl ester (204 mg) as a light yellow solid. Reactants: C(=O)C1=NC=CC(=C1)C1=NC(=CC2=C1C(=NN2C(C2=CC=CC=C2)(C2=CC=CC=C2)C2=CC=CC=C2)OC)NC(=O)N[C@H](C)C2=CC=CC=C2 ((R)-1-(4-(2-formyl pyridin-4-yl)-3-methoxy-1-trityl-1H-pyrazolo[4,3-c]pyridin-6-yl)-3-(1-phenylethyl)urea), Cl (HCl), C(=O)C1=NC=CC(=C1)C1=NC(=CC2=C1C(=NN2C(C2=CC=CC=C2)(C2=CC=CC=C2)C2=CC=CC=C2)OC)NC(=O)N[C@H](C)C2=CC=CC=C2 ((R)-1-(4-(2-formyl pyridin-4-yl)-3-methoxy-1-trityl-1H-pyrazolo[4,3-c]pyridin-6-yl)-3-(1-phenylethyl)urea), [BH4-].[Na+] (sodium borohydride). Run in CO (MeOH). Reaction conditions: time 2 hour. The product is OCC1=NC=CC(=C1)C1=NC(=CC2=C1C(=NN2C(C2=CC=CC=C2)(C2=CC=CC=C2)C2=CC=CC=C2)OC)NC(=O)N[C@H](C)C2=CC=CC=C2 ((R)-1-(4-(2-(hydroxymethyl)pyridin-4-yl)-3-methoxy-1-trityl-1H-pyrazolo[4,3-c]pyridin-6-yl)-3-(1-phenylethyl)urea). RXN SMILES: [CH:1]([C:3]1[CH:8]=[C:7]([C:9]2[C:14]3[C:15]([O:37][CH3:38])=[N:16][N:17]([C:18]([C:31]4[CH:36]=[CH:35][CH:34]=[CH:33][CH:32]=4)([C:25]4[CH:30]=[CH:29][CH:28]=[CH:27][CH:26]=4)[C:19]4[CH:24]=[CH:23][CH:22]=[CH:21][CH:20]=4)[C:13]=3[CH:12]=[C:11]([NH:39][C:40]([NH:42][C@@H:43]([C:45]3[CH:50]=[CH:49][CH:48]=[CH:47][CH:46]=3)[CH3:44])=[O:41])[N:10]=2)[CH:6]=[CH:5][N:4]=1)=[O:2].[BH4-].[Na+].Cl>CO>[OH:2][CH2:1][C:3]1[CH:8]=[C:7]([C:9]2[C:14]3[C:15]([O:37][CH3:38])=[N:16][N:17]([C:18]([C:19]4[CH:20]=[CH:21][CH:22]=[CH:23][CH:24]=4)([C:31]4[CH:36]=[CH:35][CH:34]=[CH:33][CH:32]=4)[C:25]4[CH:26]=[CH:27][CH:28]=[CH:29][CH:30]=4)[C:13]=3[CH:12]=[C:11]([NH:39][C:40]([NH:42][C@@H:43]([C:45]3[CH:50]=[CH:49][CH:48]=[CH:47][CH:46]=3)[CH3:44])=[O:41])[N:10]=2)[CH:6]=[CH:5][N:4]=1 |f:1.2|. Procedure: (R)-1-(4-(2-formyl pyridin-4-yl)-3-methoxy-1-trityl-1H-pyrazolo[4,3-c]pyridin-6-yl)-3-(1-phenylethyl)urea (60 mg, 0.091 mmol, prepared from intermediate 51B by Scheme 3/Method A) was taken up in MeOH (2 ml) and sodium borohydride (3.79 mg, 0.100 mmol) was added. The reaction was allowed to stir at rt for 2 hours—until complete by LCMS. 1 ml of 2N HCl was added and the mixture was concentrated in vacuo. Reaction products were carrried forward without purification. MS: [M+H]+ m/z 661.